This data is from the Open Reaction Database (ORD), a public repository of structured organic reaction records. The task is: describe an organic reaction: reactants, conditions, products, and yield The reactants are Intermediate I, COC1=C(C=C(C=C1)OC(F)(F)F)CN ((2-methoxy-5-(trifluoromethoxy)phenyl)methanamine), BrC=1C=CC=2N(C1)C=C(N2)C(=O)OCC (ethyl 6-bromoimidazo[1,2-a]pyridine-2-carboxylate). The product is BrC=1C=CC=2N(C1)C=C(N2)C(=O)NCC2=C(C=CC(=C2)OC(F)(F)F)OC (6-Bromo-N-(2-methoxy-5-(trifluoromethoxy)benzyl)imidazo[1,2-a]pyridine-2-carboxamide). RXN SMILES: [CH3:1][O:2][C:3]1[CH:8]=[CH:7][C:6]([O:9][C:10]([F:13])([F:12])[F:11])=[CH:5][C:4]=1[CH2:14][NH2:15].[Br:16][C:17]1[CH:18]=[CH:19][C:20]2[N:21]([CH:23]=[C:24]([C:26](OCC)=[O:27])[N:25]=2)[CH:22]=1>>[Br:16][C:17]1[CH:18]=[CH:19][C:20]2[N:21]([CH:23]=[C:24]([C:26]([NH:15][CH2:14][C:4]3[CH:5]=[C:6]([O:9][C:10]([F:12])([F:11])[F:13])[CH:7]=[CH:8][C:3]=3[O:2][CH3:1])=[O:27])[N:25]=2)[CH:22]=1. Reported procedure: The title compound was prepared by essentially following the same procedures described for Intermediate I, using (2-methoxy-5-(trifluoromethoxy)phenyl)methanamine and ethyl 6-bromoimidazo[1,2-a]pyridine-2-carboxylate as starting materials. Starting materials: C(C)(C)S(=O)(=O)C1=NNC=N1 (3-isopropylsulphonyl-1,2,4-triazole), C(CC)N(C(=O)Cl)CCC (dipropylcarbamoyl chloride). Yields the product C(CC)N(C(=O)N1N=C(N=C1)S(=O)(=O)C(C)C)CCC (1-dipropylcarbamoyl-3-isopropylsulphonyl-1,2,4-triazole). RXN SMILES: [CH:1]([S:4]([C:7]1[N:11]=[CH:10][NH:9][N:8]=1)(=[O:6])=[O:5])([CH3:3])[CH3:2].[CH2:12]([N:15]([CH2:19][CH2:20][CH3:21])[C:16](Cl)=[O:17])[CH2:13][CH3:14]>>[CH2:12]([N:15]([CH2:19][CH2:20][CH3:21])[C:16]([N:9]1[CH:10]=[N:11][C:7]([S:4]([CH:1]([CH3:3])[CH3:2])(=[O:6])=[O:5])=[N:8]1)=[O:17])[CH2:13][CH3:14]. Procedure details: In an analogous manner to that described in Example 20, 3-isopropylsulphonyl-1,2,4-triazole was reacted with dipropylcarbamoyl chloride (4 hours reflux) to give 1-dipropylcarbamoyl-3-isopropylsulphonyl-1,2,4-triazole, m.p. 61° - 63° C. Elemental analysis satisfactory. Reactants: BrC1=CC(=C(C=C1)NC(CC=1NC(C=C(N1)N1CCOCC1)=O)=O)O (N-(4-bromo-2-hydroxyphenyl)-2-[4-(morpholin-4-yl)-6-oxo-1,6-dihydropyrimidin-2-yl]acetamide), O.CC1=CC=C(C=C1)S(=O)(=O)O (4-methylbenzenesulphonic acid hydrate). Run in C=1(C(=CC=CC1)C)C (xylene). Yields the product BrC1=CC2=C(N=C(O2)CC2=NC(=CC(N2)=O)N2CCOCC2)C=C1 (2-[(6-bromo-1,3-benzoxazol-2-yl)methyl]-6-(morpholin-4-yl)pyrimidin-4(3H)-one). Yield: 23.2%. Reaction SMILES: [Br:1][C:2]1[CH:7]=[CH:6][C:5]([NH:8][C:9](=O)[CH2:10][C:11]2[NH:12][C:13](=[O:23])[CH:14]=[C:15]([N:17]3[CH2:22][CH2:21][O:20][CH2:19][CH2:18]3)[N:16]=2)=[C:4]([OH:25])[CH:3]=1.O.CC1C=CC(S(O)(=O)=O)=CC=1>C1(C)C(C)=CC=CC=1>[Br:1][C:2]1[CH:7]=[CH:6][C:5]2[N:8]=[C:9]([CH2:10][C:11]3[NH:12][C:13](=[O:23])[CH:14]=[C:15]([N:17]4[CH2:18][CH2:19][O:20][CH2:21][CH2:22]4)[N:16]=3)[O:25][C:4]=2[CH:3]=1 |f:1.2|. Procedure details: The product is prepared according to the procedure described in Example 2, using 316 mg of N-(4-bromo-2-hydroxyphenyl)-2-[4-(morpholin-4-yl)-6-oxo-1,6-dihydropyrimidin-2-yl]acetamide and 73 mg of 4-methylbenzenesulphonic acid hydrate, and replacing the toluene with xylene. After recrystallization from 30 ml of ethanol, 5 ml of methanol and 5 ml of dichloromethane and then purification of the formed precipitate by silica column chromatography, eluent: CH2Cl2/MeOH: 90/10, 70 mg of 2-[(6-bromo-1,3-... The reactants are IC1=C(C(=O)O)C=CC(=C1)OC1=CC=CC=C1 (2-iodo-4-phenoxybenzoic acid), N1=CC=CC2=CC=CC(=C12)N (quinolin-8-amine), CN1CCOCC1 (N-methylmorpholine), C(CC(O)(C(=O)O)CC(=O)O)(=O)O (citric acid). Reagents/catalysts: [Cu]I (copper(I) iodide), [Cu] (copper). Solvent: CN(C=O)C (N,N-dimethylformamide), O (water), C(C)(=O)OCC (ethyl acetate). Conditions: temperature 90 celsius, time 30 minute. The product is O(C1=CC=CC=C1)C1=CC(=C(C(=O)O)C=C1)NC=1C=CC=C2C=CC=NC12 (4-phenoxy-2-(quinolin-8-ylamino)benzoic acid). Yield: 16.3%. Reaction SMILES: I[C:2]1[CH:10]=[C:9]([O:11][C:12]2[CH:17]=[CH:16][CH:15]=[CH:14][CH:13]=2)[CH:8]=[CH:7][C:3]=1[C:4]([OH:6])=[O:5].[N:18]1[C:27]2[C:22](=[CH:23][CH:24]=[CH:25][C:26]=2[NH2:28])[CH:21]=[CH:20][CH:19]=1.CN1CCOCC1.C(O)(=O)CC(CC(O)=O)(C(O)=O)O>[Cu]I.[Cu].O.C(OCC)(=O)C.CN(C)C=O>[O:11]([C:9]1[CH:8]=[CH:7][C:3]([C:4]([OH:6])=[O:5])=[C:2]([NH:28][C:26]2[CH:25]=[CH:24][CH:23]=[C:22]3[C:27]=2[N:18]=[CH:19][CH:20]=[CH:21]3)[CH:10]=1)[C:12]1[CH:17]=[CH:16][CH:15]=[CH:14][CH:13]=1. Procedure: To N,N-dimethylformamide 8.8 mL solution of 2-iodo-4-phenoxybenzoic acid 0.88 g were added quinolin-8-amine 0.75 g, N-methylmorpholine 0.85 mL, copper(I) iodide 0.15 g and copper powder 49 mg, and it was stirred at 90° C. for 6 hours and 30 minutes. After the reaction mixture was cooled to room temperature, ethyl acetate and water were added to it, it was adjusted to pH6.5 with 10% citric acid aqueous solution, and insoluble matter was filtrated. The organic layer was separated and collected,dri...